Dataset: the Open Reaction Database (ORD), a public repository of structured organic reaction records. Task: describe an organic reaction: reactants, conditions, products, and yield Yields the product COC(=O)c1ccc(CNc2ccc(C)cc2[N+](=O)[O-])cc1. Reactants: [Br-], COC(=O)c1ccc(CN(C(=O)C(F)(F)F)c2ccc(C)cc2[N+](=O)[O-])cc1, CCCC[N+](CCCC)(CCCC)CCCC, ClCCl, [K+], [OH-]. RXN SMILES: [Br-:34].[CH3:1][O:2][C:3]([c:4]1[cH:5][cH:6][c:7]([CH2:10][N:11]([C:12](=[O:13])[C:14]([F:15])([F:16])[F:17])[c:18]2[c:19]([N+:25](=[O:26])[O-:27])[cH:20][c:21]([CH3:24])[cH:22][cH:23]2)[cH:8][cH:9]1)=[O:28].[CH3:35][CH2:36][CH2:37][CH2:38][N+:39]([CH2:40][CH2:41][CH2:42][CH3:43])([CH2:44][CH2:45][CH2:46][CH3:47])[CH2:48][CH2:49][CH2:50][CH3:51].[Cl:31][CH2:32][Cl:33].[K+:30].[OH-:29]>>[CH3:1][O:2][C:3]([c:4]1[cH:5][cH:6][c:7]([CH2:10][NH:11][c:18]2[c:19]([N+:25](=[O:26])[O-:27])[cH:20][c:21]([CH3:24])[cH:22][cH:23]2)[cH:8][cH:9]1)=[O:28]. The yield is 86.0%. As a reaction SMILES: [F:1][C:2]1[CH:7]=[CH:6][C:5]([C:8]2([C:14]([OH:16])=O)[CH2:13][CH2:12][CH2:11][CH2:10][CH2:9]2)=[CH:4][CH:3]=1.[CH3:17][NH2:18]>>[F:1][C:2]1[CH:7]=[CH:6][C:5]([C:8]2([C:14]([NH:18][CH3:17])=[O:16])[CH2:13][CH2:12][CH2:11][CH2:10][CH2:9]2)=[CH:4][CH:3]=1. Starting materials: FC1=CC=C(C=C1)C1(CCCCC1)C(=O)O (1-(4-fluorophenyl)cyclohexane-carboxylic acid), CN (methylamine). Yields the product FC1=CC=C(C=C1)C1(CCCCC1)C(=O)NC (1-(4-fluorophenyl)-N-methylcyclohexanecarboxamide). Procedure: The title compound was synthesized from 1-(4-fluorophenyl)cyclohexane-carboxylic acid (222 mg, 1 mmol) and methylamine (1 mL, 1M in THF, 1 eq) according to General Procedure G. The crude product was purified by silica gel column chromatography to give the amide (202.6 mg, 86%) as a white solid. Reactants: 1-acylated pyrrolidine, III, IV, N1CC(CC1)O (3-pyrrolidinol), C(C)N(C(=O)Cl)CC (diethylcarbamyl chloride). The product is C(C)N(C(=O)N1CC(CC1)O)CC (1-diethylcarbamyl-3-hydroxy pyrrolidine). RXN SMILES: [NH:1]1[CH2:5][CH2:4][CH:3]([OH:6])[CH2:2]1.[CH2:7]([N:9]([CH2:13][CH3:14])[C:10](Cl)=[O:11])[CH3:8]>>[CH2:7]([N:9]([CH2:13][CH3:14])[C:10]([N:1]1[CH2:5][CH2:4][CH:3]([OH:6])[CH2:2]1)=[O:11])[CH3:8]. Procedure details: A method of preparing each of the foregoing compounds is presented in the following examples. In general, however, in the 1-methyl pyrrolidine series (compounds I and II) cyclization of 1,4-dibromo-2-butanol to yield 1-methyl-3-pyrrolidinol was followed by chlorination to give 3-chloro-1-methyl pyrrolidine. Substitution with benzylamine provided the nitrogen substituent 3-(N-benzyl)amino-1-methyl pyrrolidine which was acylated with diethylcarbamyl chloride and debenzylated to yield compound I. M... The reactants are COCCOC, CCO, O=C(Nc1ccc(B(O)O)cc1)NC1CC1, CC1COCCN1c1cc(C(C)(C)S(=O)(=O)C2CC2)nc(Cl)n1, [Na+], [Na+], O=C([O-])[O-], CN(C)C=O, O, Cl[Pd]Cl, c1ccc(P(c2ccccc2)c2ccccc2)cc1, c1ccc(P(c2ccccc2)c2ccccc2)cc1. Product: CC1COCCN1c1cc(C(C)(C)S(=O)(=O)C2CC2)nc(-c2ccc(NC(=O)NC3CC3)cc2)n1. Reaction SMILES: [CH3:46][O:47][CH2:48][CH2:49][O:50][CH3:51].[CH3:53][CH2:54][OH:55].[CH:1]1([NH:4][C:5]([NH:6][c:7]2[cH:8][cH:9][c:10]([B:13]([OH:14])[OH:15])[cH:11][cH:12]2)=[O:16])[CH2:2][CH2:3]1.[Cl:17][c:18]1[n:19][c:20]([N:33]2[CH:34]([CH3:39])[CH2:35][O:36][CH2:37][CH2:38]2)[cH:21][c:22]([C:24]([CH3:25])([CH3:26])[S:27](=[O:28])(=[O:29])[CH:30]2[CH2:31][CH2:32]2)[n:23]1.[Na+:40].[Na+:41].[O-:42][C:43](=[O:44])[O-:45].[O:56]=[CH:57][N:58]([CH3:59])[CH3:60].[OH2:52].[Pd:61]([Cl:62])[Cl:63].[c:64]1([P:65]([c:66]2[cH:67][cH:68][cH:69][cH:70][cH:71]2)[c:72]2[cH:73][cH:74][cH:75][cH:76][cH:77]2)[cH:78][cH:79][cH:80][cH:81][cH:82]1.[c:83]1([P:84]([c:85]2[cH:86][cH:87][cH:88][cH:89][cH:90]2)[c:91]2[cH:92][cH:93][cH:94][cH:95][cH:96]2)[cH:97][cH:98][cH:99][cH:100][cH:101]1>>[CH:1]1([NH:4][C:5]([NH:6][c:7]2[cH:8][cH:9][c:10](-[c:18]3[n:19][c:20]([N:33]4[CH:34]([CH3:39])[CH2:35][O:36][CH2:37][CH2:38]4)[cH:21][c:22]([C:24]([CH3:25])([CH3:26])[S:27](=[O:28])(=[O:29])[CH:30]4[CH2:31][CH2:32]4)[n:23]3)[cH:11][cH:12]2)=[O:16])[CH2:2][CH2:3]1. RXN SMILES: [CH3:1][C:2]1[C:11]2[C:10](=O)[CH2:9][CH:8]([C:13]3[CH:17]=[CH:16][S:15][CH:14]=3)[CH2:7][C:6]=2[N:5]=[CH:4][CH:3]=1.C1(C)C=CC(S(O)(=O)=O)=CC=1.[NH2:29][NH:30][C:31]([NH:33][OH:34])=[NH:32].[ClH:35]>C(O)C>[ClH:35].[OH:34][NH:33][C:31]([NH:30][N:29]=[C:10]1[CH2:9][CH:8]([C:13]2[CH:17]=[CH:16][S:15][CH:14]=2)[CH2:7][C:6]2[N:5]=[CH:4][CH:3]=[C:2]([CH3:1])[C:11]1=2)=[NH:32] |f:1.2,5.6|. The product is Cl.ONC(=N)NN=C1C=2C(=CC=NC2CC(C1)C1=CSC=C1)C (5-(1-hydroxyguanidin-3-yl)imino-4-methyl-7-(3-thienyl)-5,6,7,8-tetrahydroquinoline hydrochloride). Procedure: A mixture of 4-methyl-7-(3-thienyl)-5,6,7,8-tetrahydroquinolin-5-one (243 mg), 1-amino-3-hydroxyguanidine p-toluenesulfonate (393 mg) and concentrated hydrochloric acid (0.2 ml) in ethanol (3 ml) was stirred at 90° C. (bath temperature) for 2 hours. The reaction solution was concentrated under reduced pressure, and to the residue were added ethyl acetate (30 ml), tetrahydrofuran (20 ml) and 0.2 N sodium hydroxide (20 ml). The mixture was shaken, and the separated upper layer was washed with 0.2 ... Solvent: C(C)O (ethanol). Run at temperature 90 celsius, time 2 hour. The reactants are CC1=CC=NC=2CC(CC(C12)=O)C1=CSC=C1 (4-methyl-7-(3-thienyl)-5,6,7,8-tetrahydroquinolin-5-one), C1(=CC=C(C=C1)S(=O)(=O)O)C.NNC(=N)NO (1-amino-3-hydroxyguanidine p-toluenesulfonate), Cl (hydrochloric acid). Starting materials: BrC=1C=CC=2N(C1)C(=CN2)C=2C=NC(=C(C2)OC)OC (6-bromo-3-(5,6-dimethoxypyridin-3-yl)imidazo[1,2-a]pyridine), O1C(NCC1)=O (2-oxazolidinone), CN[C@H]1[C@@H](CCCC1)NC ((1R,2R)—N1,N2-dimethylcyclohexane-1,2-diamine), C([O-])([O-])=O.[K+].[K+] (potassium carbonate). The reagents and catalysts are [Cu]I (copper(I) iodide). Run in O1CCOCC1 (dioxane). Run at temperature 100 celsius. Product: COC=1C=C(C=NC1OC)C1=CN=C2N1C=C(C=C2)N2C(OCC2)=O (3-(3-(5,6-Dimethoxy-3-pyridinyl)imidazo[1,2-a]pyridin-6-yl)-1,3-oxazolidin-2-one). The yield is 28.0%. RXN SMILES: Br[C:2]1[CH:3]=[CH:4][C:5]2[N:6]([C:8]([C:11]3[CH:12]=[N:13][C:14]([O:19][CH3:20])=[C:15]([O:17][CH3:18])[CH:16]=3)=[CH:9][N:10]=2)[CH:7]=1.[O:21]1[CH2:25][CH2:24][NH:23][C:22]1=[O:26].CN[C@@H]1CCCC[C@H]1NC.C(=O)([O-])[O-].[K+].[K+]>[Cu]I.O1CCOCC1>[CH3:18][O:17][C:15]1[CH:16]=[C:11]([C:8]2[N:6]3[CH:7]=[C:2]([N:23]4[CH2:24][CH2:25][O:21][C:22]4=[O:26])[CH:3]=[CH:4][C:5]3=[N:10][CH:9]=2)[CH:12]=[N:13][C:14]=1[O:19][CH3:20] |f:3.4.5|. Procedure details: To a 5 mL microwave tube was added 6-bromo-3-(5,6-dimethoxypyridin-3-yl)imidazo[1,2-a]pyridine (0.070 g, 0.21 mmol), 2-oxazolidinone (0.027 g, 0.31 mmol), copper(I) iodide (4.0 mg, 0.021 mmol), (1R,2R)—N1,N2-dimethylcyclohexane-1,2-diamine (0.0033 ml, 0.021 mmol), potassium carbonate (0.025 ml, 0.42 mmol), and dioxane (3 mL). The resulting reaction mixture was sealed and heated to 100° C. in closed system for 6 h. The mixture was cooled to rt and the solvent was removed. The crude product was pu... Starting materials: CCOC(C)=O, CO, O=C1NC(=O)C2(Cc3ccc([N+](=O)[O-])cc3C2)N1. Yields the product Nc1ccc2c(c1)CC1(C2)NC(=O)NC1=O. As a reaction SMILES: [CH3:19][CH2:20][O:21][C:22]([CH3:23])=[O:24].[CH3:25][OH:26].[N+:1]([O-:2])(=[O:3])[c:4]1[cH:5][c:6]2[c:16]([cH:17][cH:18]1)[CH2:15][C:8]1([CH2:7]2)[NH:9][C:10](=[O:14])[NH:11][C:12]1=[O:13]>>[NH2:1][c:4]1[cH:5][c:6]2[c:16]([cH:17][cH:18]1)[CH2:15][C:8]1([CH2:7]2)[NH:9][C:10](=[O:14])[NH:11][C:12]1=[O:13]. Starting materials: COC(=O)Cc1cn(-c2ccccc2)nc1OCc1ccc(OCc2nc(-c3ccccc3)oc2C)cc1, CCO, Cl, [Na+], C1CCOC1, [OH-]. The product is Cc1oc(-c2ccccc2)nc1COc1ccc(COc2nn(-c3ccccc3)cc2CC(=O)O)cc1. Reaction SMILES: [CH3:1][c:2]1[c:3]([CH2:13][O:14][c:15]2[cH:16][cH:17][c:18]([CH2:19][O:20][c:21]3[n:22][n:23](-[c:31]4[cH:32][cH:33][cH:34][cH:35][cH:36]4)[cH:24][c:25]3[CH2:26][C:27](=[O:28])[O:29][CH3:30])[cH:37][cH:38]2)[n:4][c:5](-[c:7]2[cH:8][cH:9][cH:10][cH:11][cH:12]2)[o:6]1.[CH3:47][CH2:48][OH:49].[ClH:46].[Na+:40].[O:41]1[CH2:42][CH2:43][CH2:44][CH2:45]1.[OH-:39]>>[CH3:1][c:2]1[c:3]([CH2:13][O:14][c:15]2[cH:16][cH:17][c:18]([CH2:19][O:20][c:21]3[n:22][n:23](-[c:31]4[cH:32][cH:33][cH:34][cH:35][cH:36]4)[cH:24][c:25]3[CH2:26][C:27](=[O:28])[OH:29])[cH:37][cH:38]2)[n:4][c:5](-[c:7]2[cH:8][cH:9][cH:10][cH:11][cH:12]2)[o:6]1. Starting materials: CN(C)C=O, [I-], I, [K+], N, O, CCOC(=O)c1cccc(-c2ccc(O)cc2)c1. Product: CCOC(=O)c1cccc(-c2ccc(O)c(I)c2)c1. Reaction SMILES: [CH3:19][N:20]([CH3:21])[CH:22]=[O:23].[I-:25].[I:26].[K+:24].[NH3:27].[OH2:28].[OH:1][c:2]1[cH:3][cH:4][c:5](-[c:8]2[cH:9][c:10]([C:14](=[O:15])[O:16][CH2:17][CH3:18])[cH:11][cH:12][cH:13]2)[cH:6][cH:7]1>>[OH:1][c:2]1[cH:3][cH:4][c:5](-[c:8]2[cH:9][c:10]([C:14](=[O:15])[O:16][CH2:17][CH3:18])[cH:11][cH:12][cH:13]2)[cH:6][c:7]1[I:25].